Dataset: the Open Reaction Database (ORD), a public repository of structured organic reaction records. Task: describe an organic reaction: reactants, conditions, products, and yield Procedure details: To a stirred solution of 2,2-difluoroethyl 2-chloro-6-(2,2-difluoroethoxy)nicotinate (2.9 g, 9.8 mmol, Step-1) in THF (35 mL) is added sodium methoxide (1.58 g, 29.2 mmol) at 0° C. Then the mixture is stirred at rt for 15 hours. The mixture is poured into water and extracted with DCM (10 mL×3). The combined organic layer is washed with water, brine, and dried over sodium sulfate. The organic solvent is removed under reduced pressure. The residue is purified by column chromatography on silica gel... As a reaction SMILES: Cl[C:2]1[N:14]=[C:13]([O:15][CH2:16][CH:17]([F:19])[F:18])[CH:12]=[CH:11][C:3]=1[C:4]([O:6][CH2:7]C(F)F)=[O:5].[CH3:20][O-:21].[Na+].O>C1COCC1>[F:18][CH:17]([F:19])[CH2:16][O:15][C:13]1[CH:12]=[CH:11][C:3]([C:4]([O:6][CH3:7])=[O:5])=[C:2]([O:21][CH3:20])[N:14]=1 |f:1.2|. The product is FC(COC1=NC(=C(C(=O)OC)C=C1)OC)F (methyl 6-(2,2-difluoroethoxy)-2-methoxynicotinate). Run in C1CCOC1 (THF). The yield is 25.4%. Run at time 15 hour. Starting materials: ClC1=C(C(=O)OCC(F)F)C=CC(=N1)OCC(F)F (2,2-difluoroethyl 2-chloro-6-(2,2-difluoroethoxy)nicotinate), C[O-].[Na+] (sodium methoxide), O (water).